This data is from the Open Reaction Database (ORD), a public repository of structured organic reaction records. The task is: describe an organic reaction: reactants, conditions, products, and yield The reactants are C(C)S(=O)CCCC=1N=C(N(C1)C(C1=CC=CC=C1)(C1=CC=CC=C1)C1=CC=CC=C1)F (4-(3-ethanesulphinylpropyl)-2-fluoro-1-triphenylmethylimidazole), ClC1=CC(=CC=C1)C(=O)OO (3-chloroperbenzoic acid). Yields the product C(C)S(=O)(=O)CCCC=1N=C(N(C1)C(C1=CC=CC=C1)(C1=CC=CC=C1)C1=CC=CC=C1)F (4-(3-ethanesulphonylpropyl)-2-fluoro-1-triphenylmethylimidazole). As a reaction SMILES: [CH2:1]([S:3]([CH2:5][CH2:6][CH2:7][C:8]1[N:9]=[C:10]([F:32])[N:11]([C:13]([C:26]2[CH:31]=[CH:30][CH:29]=[CH:28][CH:27]=2)([C:20]2[CH:25]=[CH:24][CH:23]=[CH:22][CH:21]=2)[C:14]2[CH:19]=[CH:18][CH:17]=[CH:16][CH:15]=2)[CH:12]=1)=[O:4])[CH3:2].ClC1C=CC=C(C(OO)=[O:41])C=1>>[CH2:1]([S:3]([CH2:5][CH2:6][CH2:7][C:8]1[N:9]=[C:10]([F:32])[N:11]([C:13]([C:20]2[CH:25]=[CH:24][CH:23]=[CH:22][CH:21]=2)([C:26]2[CH:27]=[CH:28][CH:29]=[CH:30][CH:31]=2)[C:14]2[CH:19]=[CH:18][CH:17]=[CH:16][CH:15]=2)[CH:12]=1)(=[O:41])=[O:4])[CH3:2]. Procedure: Using the same technique as for the starting material of Example 50, but using two equivalents of 3-chloroperbenzoic acid, there was obtained 4-(3-ethanesulphonylpropyl)-2-fluoro-1-triphenylmethylimidazole, having the following n.m.r. in CDCl3 : 1.35 (t, 3H); 2.09 (quintet, 2H); 2.58 (t, 2H); 2.84 (q, 4H); 6.29 (s, 1H); 7.0-7.4 (m, 15H). The reactants are CO, Cc1cc(O)ccc1-c1ccc(C=O)c(Cl)c1, Cl, NO, C1CCOC1. Yields the product Cc1cc(O)ccc1-c1ccc(C=NO)c(Cl)c1. As a reaction SMILES: [CH3:26][OH:27].[Cl:1][c:2]1[cH:3][c:4](-[c:10]2[c:11]([CH3:17])[cH:12][c:13]([OH:16])[cH:14][cH:15]2)[cH:5][cH:6][c:7]1[CH:8]=[O:9].[ClH:18].[NH2:19][OH:20].[O:21]1[CH2:22][CH2:23][CH2:24][CH2:25]1>>[Cl:1][c:2]1[cH:3][c:4](-[c:10]2[c:11]([CH3:17])[cH:12][c:13]([OH:16])[cH:14][cH:15]2)[cH:5][cH:6][c:7]1[CH:8]=[N:19][OH:20]. Starting materials: BrC1=C(C=CC(=C1)Cl)N1CCN2C1=NC1=C2C(=CC=C1Cl)C(CC)CC (1-(2-bromo-4-chlorophenyl)-8-chloro-5-(1-ethylpropyl)-2,3-dihydro-1H-imidazo[1,2-a]benzimidazole), [Cu]C#N (copper(I) cyanide). Solvent: O (water), C(C)(=O)OCC (ethyl acetate), CN1C(CCC1)=O (1-methyl-2-pyrrolidone). Reaction conditions: temperature 150 celsius, time 6 hour. Product: ClC=1C=CC(=C(C#N)C1)N1CCN2C1=NC1=C2C(=CC=C1Cl)C(CC)CC (5-Chloro-2-[8-chloro-5-(1-ethylpropyl)-2,3-dihydro-1H-imidazo[1,2-a]benzimidazol-1-yl]benzonitrile). Reaction SMILES: Br[C:2]1[CH:7]=[C:6]([Cl:8])[CH:5]=[CH:4][C:3]=1[N:9]1[C:13]2=[N:14][C:15]3[C:20]([Cl:21])=[CH:19][CH:18]=[C:17]([CH:22]([CH2:25][CH3:26])[CH2:23][CH3:24])[C:16]=3[N:12]2[CH2:11][CH2:10]1.[Cu][C:28]#[N:29]>CN1CCCC1=O.O.C(OCC)(=O)C>[Cl:8][C:6]1[CH:5]=[CH:4][C:3]([N:9]2[C:13]3=[N:14][C:15]4[C:20]([Cl:21])=[CH:19][CH:18]=[C:17]([CH:22]([CH2:25][CH3:26])[CH2:23][CH3:24])[C:16]=4[N:12]3[CH2:11][CH2:10]2)=[C:2]([CH:7]=1)[C:28]#[N:29]. Procedure details: To a solution of 1-(2-bromo-4-chlorophenyl)-8-chloro-5-(1-ethylpropyl)-2,3-dihydro-1H-imidazo[1,2-a]benzimidazole (30.7 mg, 0.0677 mmol) in 1-methyl-2-pyrrolidone (0.5 mL) was added copper(I) cyanide (18.2 mg, 0.203 mmol). The reaction mixture was stirred at 150° C. for 6 hr. After cooling, the reaction mixture was diluted with water and ethyl acetate and the precipitate was removed by filtration. The filtrate was extracted with ethyl acetate (×3). The combined organic layer was washed with wate... Reaction conditions: time 8 hour. Reaction SMILES: [N+:1]([C:4]1[CH:5]=[C:6]([NH2:11])[C:7]([NH2:10])=[CH:8][CH:9]=1)([O-:3])=[O:2].CI.[C:14](=O)([O-])[O-].[Na+].[Na+]>CN(C=O)C>[CH3:14][NH:11][C:6]1[C:7]([NH2:10])=[CH:8][CH:9]=[C:4]([N+:1]([O-:3])=[O:2])[CH:5]=1 |f:2.3.4|. Procedure: A 1 L round bottom flask was charged with 4-nitrobenzene-1,2-diamine (40 g, 0.26 mol), methyl iodide (13 ml, 0.21 mol) and DMF (300 ml), followed by the addition of saturated sodium carbonate (60 ml) over 2-3 minutes under rapid stirring. After stirring overnight at room temperature the reaction mixture was filtered and then concentrated in vacuo to a dark red oil. The residue was purified by flash column chromatography (15 to 30% ethyl acetate/petrol) to afford the title compound (27 g, 61% yie... The reactants are [N+](=O)([O-])C=1C=C(C(=CC1)N)N (4-nitrobenzene-1,2-diamine), CI (methyl iodide), C([O-])([O-])=O.[Na+].[Na+] (sodium carbonate). The solvent is CN(C)C=O (DMF). The product is CNC=1C(=CC=C(C1)[N+](=O)[O-])N (N1-methyl-5-nitrobenzene-1,2-diamine). Isolated yield 61.0%. The reactants are [N+](=O)([O-])C=1C=C(C=CC1)C1=C(C(=CC=C1)[N+](=O)[O-])C (2-(3-nitrophenyl)-6-nitrotoluene), BrBr (bromine). Reagents/catalysts: C(C1=CC=CC=C1)(=O)OOC(C1=CC=CC=C1)=O (benzoyl peroxide). Yields the product [N+](=O)([O-])C=1C=C(C=CC1)C1=C(CBr)C(=CC=C1)[N+](=O)[O-] (2-(3-nitrophenyl)-6-nitrobenzyl bromide). The yield is 77.4%. As a reaction SMILES: [N+:1]([C:4]1[CH:5]=[C:6]([C:10]2[CH:15]=[CH:14][CH:13]=[C:12]([N+:16]([O-:18])=[O:17])[C:11]=2[CH3:19])[CH:7]=[CH:8][CH:9]=1)([O-:3])=[O:2].[Br:20]Br>C(OOC(=O)C1C=CC=CC=1)(=O)C1C=CC=CC=1>[N+:1]([C:4]1[CH:5]=[C:6]([C:10]2[CH:15]=[CH:14][CH:13]=[C:12]([N+:16]([O-:18])=[O:17])[C:11]=2[CH2:19][Br:20])[CH:7]=[CH:8][CH:9]=1)([O-:3])=[O:2]. Reported procedure: The procedure of Example 8 was used except that the starting material was 0.80 g of 2-(3-nitrophenyl)-6-nitrotoluene which was reacted with 0.49 g of bromine and 33 mg of benzoyl peroxide. In this way, 0.80 g (77% yield) of yellowish crystals were obtained. Reactants: F[B-](F)(F)F, CO, CCN(C(C)C)C(C)C, CN(C)C=O, COc1cnc(-n2cnc(C(C)O)n2)c2[nH]cc(C(=O)C(=O)O)c12, c1ccc(-c2ncnc3c2CCNC3)nc1, CN(C)C(On1nnc2ccccc21)=[N+](C)C. Yields the product COc1cnc(-n2cnc(C(C)O)n2)c2[nH]cc(C(=O)C(=O)N3CCc4c(ncnc4-c4ccccn4)C3)c12. RXN SMILES: [B-:41]([F:42])([F:43])([F:44])[F:45].[CH3:77][OH:78].[CH:63]([N:64]([CH2:65][CH3:66])[CH:67]([CH3:68])[CH3:69])([CH3:70])[CH3:71].[O:72]=[CH:73][N:74]([CH3:75])[CH3:76].[OH:1][CH:2]([CH3:3])[c:4]1[n:5][n:6](-[c:9]2[n:10][cH:11][c:12]([O:23][CH3:24])[c:13]3[c:14]2[nH:15][cH:16][c:17]3[C:18]([C:19](=[O:20])[OH:21])=[O:22])[cH:7][n:8]1.[n:25]1[c:26](-[c:31]2[c:32]3[c:33]([n:34][cH:35][n:36]2)[CH2:37][NH:38][CH2:39][CH2:40]3)[cH:27][cH:28][cH:29][cH:30]1.[n:46]1([O:47][C:48]([N:49]([CH3:50])[CH3:51])=[N+:52]([CH3:53])[CH3:54])[c:55]2[cH:56][cH:57][cH:58][cH:59][c:60]2[n:61][n:62]1>>[OH:1][CH:2]([CH3:3])[c:4]1[n:5][n:6](-[c:9]2[n:10][cH:11][c:12]([O:23][CH3:24])[c:13]3[c:14]2[nH:15][cH:16][c:17]3[C:18]([C:19](=[O:21])[N:38]2[CH2:37][c:33]3[c:32]([c:31](-[c:26]4[n:25][cH:30][cH:29][cH:28][cH:27]4)[n:36][cH:35][n:34]3)[CH2:40][CH2:39]2)=[O:22])[cH:7][n:8]1. Reactants: O=[N+]([O-])c1cccnc1Nc1ccc2c(c1)OCO2, CO. The product is Nc1cccnc1Nc1ccc2c(c1)OCO2. Reaction SMILES: [CH2:1]1[O:2][c:3]2[cH:4][c:5]([NH:6][c:7]3[n:8][cH:9][cH:10][cH:11][c:12]3[N+:13]([O-:14])=[O:15])[cH:16][cH:17][c:18]2[O:19]1.[CH3:20][OH:21]>>[CH2:1]1[O:2][c:3]2[cH:4][c:5]([NH:6][c:7]3[n:8][cH:9][cH:10][cH:11][c:12]3[NH2:13])[cH:16][cH:17][c:18]2[O:19]1.